From a dataset of the Open Reaction Database (ORD), a public repository of structured organic reaction records. describe an organic reaction: reactants, conditions, products, and yield The reactants are C(Cl)Cl (Methylene chloride), C(Cl)Cl (methylene chloride), O1CCCC1 (tetrahydrofuran), FC=1C=C2C(C(=CN(C2=C(C1F)F)NC)C(=O)OCC)=O (ethyl 6,7,8-trifluoro-1-methylamino-1,4-dihydro-4-oxoquinoline-3-carboxylate), C(C)(C)(C)OC(=O)C(C(=O)OC(C)(C)C)=C (tert-butyl 2-tert-butoxycarbonylacrylate). The reagents and catalysts are [Ti](Cl)(Cl)(Cl)Cl (titanium tetrachloride). Run in O (water), C(C)(=O)OCC (ethyl acetate). Conditions: time 15 hour. Yields the product FC=1C=C2C(C(=CN(C2=C(C1F)F)N(CC(C(=O)OC(C)(C)C)C(=O)OC(C)(C)C)C)C(=O)OCC)=O (ethyl 6,7,8-trifluoro-1-[N-methyl-N-{2,2-bis(tert-butoxycarbonyl)ethyl}amino]-1,4-dihydro-4-oxoquinoline-3-carboxylate). The yield is 220.4%. Reaction SMILES: C(Cl)Cl.O1CCCC1.[F:9][C:10]1[CH:11]=[C:12]2[C:17](=[C:18]([F:21])[C:19]=1[F:20])[N:16]([NH:22][CH3:23])[CH:15]=[C:14]([C:24]([O:26][CH2:27][CH3:28])=[O:25])[C:13]2=[O:29].[C:30]([O:34][C:35]([C:37](=[CH2:45])[C:38]([O:40][C:41]([CH3:44])([CH3:43])[CH3:42])=[O:39])=[O:36])([CH3:33])([CH3:32])[CH3:31]>[Ti](Cl)(Cl)(Cl)Cl.O.C(OCC)(=O)C>[F:9][C:10]1[CH:11]=[C:12]2[C:17](=[C:18]([F:21])[C:19]=1[F:20])[N:16]([N:22]([CH3:23])[CH2:45][CH:37]([C:35]([O:34][C:30]([CH3:33])([CH3:32])[CH3:31])=[O:36])[C:38]([O:40][C:41]([CH3:44])([CH3:43])[CH3:42])=[O:39])[CH:15]=[C:14]([C:24]([O:26][CH2:27][CH3:28])=[O:25])[C:13]2=[O:29]. Procedure details: Methylene chloride solution (0.667 ml) of 1M titanium tetrachloride was gradually added to a solution of methylene chloride (2 ml) and tetrahydrofuran (54.3 μ) containing ethyl 6,7,8-trifluoro-1-methylamino-1,4-dihydro-4-oxoquinoline-3-carboxylate (200 mg), with stirring under ice-cooling, and then tert-butyl 2-tert-butoxycarbonylacrylate (0.228 g) was added thereto and stirred for 10 minutes with ice-cooling and then for 15 hours at room temperature. The mixture was poured into a mixture of eth...